From a dataset of the Open Reaction Database (ORD), a public repository of structured organic reaction records. describe an organic reaction: reactants, conditions, products, and yield Starting materials: CC=1N=C2N(C(C1CC)=O)C(=CC=C2)C (2,6-dimethyl-3-ethyl-4-oxo-4H-pyrido(1,2-a)pyrimidine). The solvent is C(C)O (ethanol). Run at time 7 hour. Yields the product CC=1N=C2N(C(C1CC)=O)C(CCC2)C (2,6-dimethyl-3-ethyl-4-oxo-6,7,8,9-tetrahydro-4H-pyrido(1,2-a)pyrimidine). Yield: 99.5%. RXN SMILES: [CH3:1][C:2]1[N:3]=[C:4]2[CH:14]=[CH:13][CH:12]=[C:11]([CH3:15])[N:5]2[C:6](=[O:10])[C:7]=1[CH2:8][CH3:9]>C(O)C>[CH3:1][C:2]1[N:3]=[C:4]2[CH2:14][CH2:13][CH2:12][CH:11]([CH3:15])[N:5]2[C:6](=[O:10])[C:7]=1[CH2:8][CH3:9]. Procedure details: 4.04 g. of 2,6-dimethyl-3-ethyl-4-oxo-4H-pyrido(1,2-a)pyrimidine are dissolved in 50 ml. of ethanol and the solution is hydrogenated in the presence of 2 g. of Raney-nickel catalyst, previously washed to anhydrous with ethanol. Hydrogenation is performed under atmospheric pressure. In about seven hours the calculated amount of hydrogen is used up and the hydrogen consumption drops rapidly to zero. The catalyst is filtered off and the ethanol solution is evaporated. 4.10 g. (99.5%) of 2,6-dimethy... Starting materials: BrC=1C(=C(C(=NC1)NC(=S)NC(C1=CC=CC=C1)=O)Cl)OC1=C(C=CC=C1F)F (N-(5-bromo-3-chloro-4-(2,6-difluorophenoxy)pyridin-2-ylcarbamothioyl)benzamide), [OH-].[Na+] (NaOH). Solvent: C(C)O (ethanol). Yields the product BrC=1C(=C(C(=NC1)NC(=S)N)Cl)OC1=C(C=CC=C1F)F (1-(5-bromo-3-chloro-4-(2,6-difluorophenoxy)pyridin-2-yl)thiourea). As a reaction SMILES: [Br:1][C:2]1[C:3]([O:21][C:22]2[C:27]([F:28])=[CH:26][CH:25]=[CH:24][C:23]=2[F:29])=[C:4]([Cl:20])[C:5]([NH:8][C:9]([NH:11]C(=O)C2C=CC=CC=2)=[S:10])=[N:6][CH:7]=1.[OH-].[Na+]>C(O)C>[Br:1][C:2]1[C:3]([O:21][C:22]2[C:27]([F:28])=[CH:26][CH:25]=[CH:24][C:23]=2[F:29])=[C:4]([Cl:20])[C:5]([NH:8][C:9]([NH2:11])=[S:10])=[N:6][CH:7]=1 |f:1.2|. Procedure: A mixture of N-(5-bromo-3-chloro-4-(2,6-difluorophenoxy)pyridin-2-ylcarbamothioyl)benzamide (474 mg, 0.95 mmol) and 3M NaOH (1 mL, 30 mmol) in ethanol (4 mL) is heated. The reaction mixture is cooled, concentrated to 2 mL, diluted with water, and filtered to afford 1-(5-bromo-3-chloro-4-(2,6-difluorophenoxy)pyridin-2-yl)thiourea. The reactants are N1N=CN=C1 (1,2,4-triazole), [H-].[Na+] (sodium hydride), C(CCCCC)N1C(C(=C(C2=CC(=CC=C12)C)OC)CBr)=O (1Hexyl-3-Bromomethyl-4-Methoxy-6-Methyl-2(1H)-Quinolinone). Solvent: CN(C=O)C (dimethylformamide), CN(C=O)C (dimethylformamide), C(C)(=O)OCC (ethyl acetate). Reaction conditions: time 2 hour. Yields the product C(CCCCC)N1C(C(=C(C2=CC(=CC=C12)C)OC)CN1N=CN=C1)=O (1-hexyl-3-(1,2,4-triazol-1-ylmethyl)-4-methoxy-6-methyl-2(1 H)-quinolinone). The yield is 80.0%. Reaction SMILES: [NH:1]1[CH:5]=[N:4][CH:3]=[N:2]1.[H-].[Na+].[CH2:8]([N:14]1[C:23]2[C:18](=[CH:19][C:20]([CH3:24])=[CH:21][CH:22]=2)[C:17]([O:25][CH3:26])=[C:16]([CH2:27]Br)[C:15]1=[O:29])[CH2:9][CH2:10][CH2:11][CH2:12][CH3:13]>CN(C)C=O.C(OCC)(=O)C>[CH2:8]([N:14]1[C:23]2[C:18](=[CH:19][C:20]([CH3:24])=[CH:21][CH:22]=2)[C:17]([O:25][CH3:26])=[C:16]([CH2:27][N:1]2[CH:5]=[N:4][CH:3]=[N:2]2)[C:15]1=[O:29])[CH2:9][CH2:10][CH2:11][CH2:12][CH3:13] |f:1.2|. Procedure details: A solution of 1,2,4-triazole (0.033 g) in dimethylformamide (0.7 ml) was stirred at ice-bath temperature with 60% sodium hydride (0.02 g) for 10 mins under nitrogen and then a solution of 1-hexyl-3-bromomethyl-4-methoxy-6-methyl-2(1H)-quinolinone (Example 14, 0.14 g) in dimethylformamide (1.7 ml) was added to it. The mixture was stirred at room temperature for 2 hours, then diluted with ethyl acetate and then washed several times with water. The organic layer was dried and evaporated under reduc... The reactants are ClC1=C(C(=O)NC=2C=CC=C3C(=CC=NC23)C=C)C(=CC=C1)Cl (8-(2,6-dichlorobenzoylamino)-4-vinylquinoline), C([O-])(O)=O.[Na+] (sodium bicarbonate), I(=O)(=O)(=O)[O-].[Na+] (sodium periodate). Reagents/catalysts: [Os](=O)(=O)(=O)=O (osmium tetroxide). Solvent: C(C)(C)(C)O (tert-butanol), O1CCOCC1 (dioxane), O (water). Run at time 5 minute. Product: ClC1=C(C(=O)NC=2C=CC=C3C(=CC=NC23)C=O)C(=CC=C1)Cl (8-(2,6-dichlorobenzoylamino)-4-formylquinoline). The yield is 56.3%. RXN SMILES: [Cl:1][C:2]1[CH:22]=[CH:21][CH:20]=[C:19]([Cl:23])[C:3]=1[C:4]([NH:6][C:7]1[CH:8]=[CH:9][CH:10]=[C:11]2[C:16]=1[N:15]=[CH:14][CH:13]=[C:12]2[CH:17]=C)=[O:5].I([O-])(=O)(=O)=[O:25].[Na+].C(=O)(O)[O-].[Na+]>O1CCOCC1.O.C(O)(C)(C)C.[Os](=O)(=O)(=O)=O>[Cl:1][C:2]1[CH:22]=[CH:21][CH:20]=[C:19]([Cl:23])[C:3]=1[C:4]([NH:6][C:7]1[CH:8]=[CH:9][CH:10]=[C:11]2[C:16]=1[N:15]=[CH:14][CH:13]=[C:12]2[CH:17]=[O:25])=[O:5] |f:1.2,3.4|. Procedure details: To a suspension of 8-(2,6-dichlorobenzoylamino)-4-vinylquinoline (150 mg) in dioxane and water was added catalytic amount of osmium tetroxide in tert-butanol under ice-cooling, and the mixture was stirred for 5 minutes. To the mixture was added sodium periodate (206 mg) under ice-cooling, and the mixture was stirred for 30 minutes at the same temperature and for 6 hours at ambient temperature. To the mixture was added saturated sodium bicarbonate solution and extracted with dichloromethane. The ... Reactants: COC(=O)CBr, O=C([O-])[O-], CC#N, [I-], [K+], [K+], [K+], Oc1cccc(CCc2nc(-c3ccsc3)c(-c3ccsc3)o2)c1. The product is COC(=O)COc1cccc(CCc2nc(-c3ccsc3)c(-c3ccsc3)o2)c1. As a reaction SMILES: [Br:25][CH2:26][C:27](=[O:28])[O:29][CH3:30].[C:31](=[O:32])([O-:33])[O-:34].[CH3:39][C:40]#[N:41].[I-:38].[K+:35].[K+:36].[K+:37].[s:1]1[cH:2][c:3](-[c:6]2[n:7][c:8]([CH2:16][CH2:17][c:18]3[cH:19][c:20]([OH:24])[cH:21][cH:22][cH:23]3)[o:9][c:10]2-[c:11]2[cH:12][s:13][cH:14][cH:15]2)[cH:4][cH:5]1>>[s:1]1[cH:2][c:3](-[c:6]2[n:7][c:8]([CH2:16][CH2:17][c:18]3[cH:19][c:20]([O:24][CH2:26][C:27](=[O:28])[O:29][CH3:30])[cH:21][cH:22][cH:23]3)[o:9][c:10]2-[c:11]2[cH:12][s:13][cH:14][cH:15]2)[cH:4][cH:5]1. Starting materials: COC(C(=O)NC1=C(C=CC(=C1)NC(C)=O)C(C)(C)C)=O (N-(5-Acetylamino-2-tert-butyl-phenyl)-oxalamic acid methyl ester), Cl (HCl), [Li+].[OH-] (LiOH). Solvent: O1CCOCC1 (1,4-Dioxane). Conditions: time 30 minute. Product: NC=1C=CC(=C(C1)NC(C(=O)O)=O)C(C)(C)C (N-(5-Amino-2-tert-butyl-phenyl)-oxalamic acid), crystal. The yield is 96.0%. As a reaction SMILES: C[O:2][C:3](=[O:21])[C:4]([NH:6][C:7]1[CH:12]=[C:11]([NH:13]C(=O)C)[CH:10]=[CH:9][C:8]=1[C:17]([CH3:20])([CH3:19])[CH3:18])=[O:5].[Li+].[OH-].Cl>O1CCOCC1>[NH2:13][C:11]1[CH:10]=[CH:9][C:8]([C:17]([CH3:20])([CH3:19])[CH3:18])=[C:7]([NH:6][C:4](=[O:5])[C:3]([OH:21])=[O:2])[CH:12]=1 |f:1.2|. Procedure: To a suspension of N-(5-Acetylamino-2-tert-butyl-phenyl)-oxalamic acid methyl ester (1.28 g, 4.38 mmol) in 1,4-Dioxane (5 mL) at room temperature was added 1.05 equiv of 1.0N LiOH (4.60 mL, 4.60 mmol). After stirring at room temperature for 30 min, the reaction mixture was treated with 0.5N HCl (20 mL), stirred for 5 min and then partitioned between EtOAc/water. The organic phase was washed with saturated NaCl solution (50 mL), dried over Na2SO4 and evaporated to dryness. The oily residue was re... Reactants: NC1=CC(NN1C)=O (5-Amino-1-methyl-1,2-dihydropyrazol-3-one), BrC=1C=C(C=O)C=CC1F (3-bromo-4-fluorobenzaldehyde), CC1OCC(CC1=O)=O (2-methyl-2H-pyran-3,5(4H,6H)-dione). Product: BrC=1C=C(C=CC1F)C1C2=C(NC3=C1C(NN3C)=O)COC(C2=O)C (4-(3-bromo-4-fluorophenyl)-1,6-dimethyl-1,2,4,9-tetrahydropyrano[3,4-b]pyrazolo[4,3-e]pyridine-3,5(6H,8H)-dione). RXN SMILES: [NH2:1][C:2]1[N:6]([CH3:7])[NH:5][C:4](=[O:8])[CH:3]=1.[Br:9][C:10]1[CH:11]=[C:12]([CH:15]=[CH:16][C:17]=1[F:18])[CH:13]=O.[CH3:19][CH:20]1[C:25](=[O:26])[CH2:24][C:23](=O)[CH2:22][O:21]1>>[Br:9][C:10]1[CH:11]=[C:12]([CH:13]2[C:3]3[C:4](=[O:8])[NH:5][N:6]([CH3:7])[C:2]=3[NH:1][C:23]3[CH2:22][O:21][CH:20]([CH3:19])[C:25](=[O:26])[C:24]2=3)[CH:15]=[CH:16][C:17]=1[F:18]. Procedure details: 5-Amino-1-methyl-1,2-dihydropyrazol-3-one, 3-bromo-4-fluorobenzaldehyde, and the product from Example 44C could be processed as described in Example 22 to provide the title compound. Reactants: esters, FC(C1=CC=C(CN2[C@H](CCCC2)C(=O)NC2(CC2)C2=CC=C(C(=O)OC)C=C2)C=C1)(F)F ((R)-methyl 4-(1-(1-(4-(trifluoromethyl)benzyl)piperidine-2-carboxamido)cyclopropyl)benzoate), [Li+].[OH-] (LiOH). Yields the product FC(C1=CC=C(CN2[C@H](CCCC2)C(=O)NC2(CC2)C2=CC=C(C(=O)[O-])C=C2)C=C1)(F)F.[Li+] (lithium (R)-4-(1-(1-(4-(trifluoromethyl)benzyl)piperidine-2-carboxamido)cyclopropyl)benzoate). Reaction SMILES: [F:1][C:2]([F:33])([F:32])[C:3]1[CH:31]=[CH:30][C:6]([CH2:7][N:8]2[CH2:13][CH2:12][CH2:11][CH2:10][C@@H:9]2[C:14]([NH:16][C:17]2([C:20]3[CH:29]=[CH:28][C:23]([C:24]([O:26]C)=[O:25])=[CH:22][CH:21]=3)[CH2:19][CH2:18]2)=[O:15])=[CH:5][CH:4]=1.[Li+:34].[OH-]>>[F:33][C:2]([F:1])([F:32])[C:3]1[CH:31]=[CH:30][C:6]([CH2:7][N:8]2[CH2:13][CH2:12][CH2:11][CH2:10][C@@H:9]2[C:14]([NH:16][C:17]2([C:20]3[CH:21]=[CH:22][C:23]([C:24]([O-:26])=[O:25])=[CH:28][CH:29]=3)[CH2:18][CH2:19]2)=[O:15])=[CH:5][CH:4]=1.[Li+:34] |f:1.2,3.4|. Reported procedure: The title compound (E4) (50 mg) was prepared according to the general procedure for esters hydrolysis (Method A) starting from (R)-methyl 4-(1-(1-(4-(trifluoromethyl)benzyl)piperidine-2-carboxamido)cyclopropyl)benzoate (D119) (74 mg). (LiOH: 3 eq; Reaction time: 3 hrs; RT) Starting materials: O=C([O-])[O-], ClCc1ccc(OCc2ccccc2)cc1, CN(C)C=O, CCOC(=O)c1c[nH]nc1-c1ccc(F)cc1, [K+], [K+], O. Product: CCOC(=O)c1cn(Cc2ccc(OCc3ccccc3)cc2)nc1-c1ccc(F)cc1. As a reaction SMILES: [C:34](=[O:35])([O-:36])[O-:37].[CH2:1]([c:2]1[cH:3][cH:4][cH:5][cH:6][cH:7]1)[O:8][c:9]1[cH:10][cH:11][c:12]([CH2:13][Cl:14])[cH:15][cH:16]1.[CH3:40][N:41]([CH3:42])[CH:43]=[O:44].[F:17][c:18]1[cH:19][cH:20][c:21](-[c:24]2[n:25][nH:26][cH:27][c:28]2[C:29](=[O:30])[O:31][CH2:32][CH3:33])[cH:22][cH:23]1.[K+:38].[K+:39].[OH2:45]>>[CH2:1]([c:2]1[cH:3][cH:4][cH:5][cH:6][cH:7]1)[O:8][c:9]1[cH:10][cH:11][c:12]([CH2:13][n:26]2[n:25][c:24](-[c:21]3[cH:20][cH:19][c:18]([F:17])[cH:23][cH:22]3)[c:28]([C:29](=[O:30])[O:31][CH2:32][CH3:33])[cH:27]2)[cH:15][cH:16]1.